The task is: describe an organic reaction: reactants, conditions, products, and yield. This data is from the Open Reaction Database (ORD), a public repository of structured organic reaction records. Starting materials: Brc1cccs1, Brc1ccsc1Br, CCOCC, CO. Product: Brc1ccsc1-c1cccs1. Reaction SMILES: [Br:1][c:2]1[s:3][cH:4][cH:5][cH:6]1.[Br:7][c:8]1[s:9][cH:10][cH:11][c:12]1[Br:13].[CH2:16]([O:17][CH2:18][CH3:19])[CH3:20].[CH3:14][OH:15]>>[c:2]1(-[c:8]2[s:9][cH:10][cH:11][c:12]2[Br:13])[s:3][cH:4][cH:5][cH:6]1. Starting materials: ClCCl, O=C(O)C(F)(F)F, CC(C)(C)OC(=O)N1CCC(n2cc(-c3ccccc3)[nH]c2=O)CC1. Product: O=C(O)C(F)(F)F, O=c1[nH]c(-c2ccccc2)cn1C1CCNCC1. RXN SMILES: [Cl:33][CH2:34][Cl:35].[F:26][C:27]([C:28](=[O:29])[OH:30])([F:31])[F:32].[O:1]=[c:2]1[nH:3][c:4](-[c:20]2[cH:21][cH:22][cH:23][cH:24][cH:25]2)[cH:5][n:6]1[CH:7]1[CH2:8][CH2:9][N:10]([C:13]([O:14][C:15]([CH3:16])([CH3:17])[CH3:18])=[O:19])[CH2:11][CH2:12]1>>[F:26][C:27]([C:28](=[O:29])[OH:30])([F:31])[F:32].[O:1]=[c:2]1[nH:3][c:4](-[c:20]2[cH:21][cH:22][cH:23][cH:24][cH:25]2)[cH:5][n:6]1[CH:7]1[CH2:8][CH2:9][NH:10][CH2:11][CH2:12]1.